From a dataset of the Open Reaction Database (ORD), a public repository of structured organic reaction records. describe an organic reaction: reactants, conditions, products, and yield Starting materials: CCOC(=O)c1ccc(C#Cc2ccc(C3(NCc4ccccc4)CC3)cc2)cc1, CCO, [Na+], C1CCOC1, [OH-]. The product is O=C(O)c1ccc(C#Cc2ccc(C3(NCc4ccccc4)CC3)cc2)cc1. As a reaction SMILES: [CH2:1]([CH3:2])[O:3][C:4]([c:5]1[cH:6][cH:7][c:8]([C:11]#[C:12][c:13]2[cH:14][cH:15][c:16]([C:19]3([NH:22][CH2:23][c:24]4[cH:25][cH:26][cH:27][cH:28][cH:29]4)[CH2:20][CH2:21]3)[cH:17][cH:18]2)[cH:9][cH:10]1)=[O:30].[CH3:33][CH2:34][OH:35].[Na+:32].[O:36]1[CH2:37][CH2:38][CH2:39][CH2:40]1.[OH-:31]>>[O:3]=[C:4]([c:5]1[cH:6][cH:7][c:8]([C:11]#[C:12][c:13]2[cH:14][cH:15][c:16]([C:19]3([NH:22][CH2:23][c:24]4[cH:25][cH:26][cH:27][cH:28][cH:29]4)[CH2:20][CH2:21]3)[cH:17][cH:18]2)[cH:9][cH:10]1)[OH:30]. Starting materials: ClC1=C(N=C2N(C1=O)N=C(S2)SCCCCCC)Cl (6,7-dichloro-2-hexylthio-5H-1,3,4-thiadiazolo[3,2-a]-pyrimidin-5-one), [F-].[K+] (potassium fluoride), S1(=O)(=O)CCCC1 (sulfolane), C1(=CC=CC=C1)C (toluene). The solvent is O (water). Run at time 45 minute. The product is ClC1=C(N=C2N(C1=O)N=C(S2)SCCCCCC)F (6-chloro-7-fluoro-2-hexylthio-5H-1,3,4-thiadiazolo[3,2-a]pyrimidin-5-one). Yield: 71.0%. RXN SMILES: [Cl:1][C:2]1[C:7](=[O:8])[N:6]2[N:9]=[C:10]([S:12][CH2:13][CH2:14][CH2:15][CH2:16][CH2:17][CH3:18])[S:11][C:5]2=[N:4][C:3]=1Cl.[F-:20].[K+].S1(CCCC1)(=O)=O.C1(C)C=CC=CC=1>O>[Cl:1][C:2]1[C:7](=[O:8])[N:6]2[N:9]=[C:10]([S:12][CH2:13][CH2:14][CH2:15][CH2:16][CH2:17][CH3:18])[S:11][C:5]2=[N:4][C:3]=1[F:20] |f:1.2|. Reported procedure: A solution of 4.4 g of the thus obtained 6,7-dichloro-2-hexylthio-5H-1,3,4-thiadiazolo[3,2-a]-pyrimidin-5-one, 2.2 g of potassium fluoride and 20 ml of sulfolane was heated to 185°~200° C. and stirred for 45 minutes. After cooling, toluene and water were added to the reaction solution and extraction was carried out. The organic layer was washed with water and dried over anhydrous sodium sulfate. The solvent was distilled off and the residue was separated by silica gel column chromatography using... The reactants are C1(CC1)NC(C1=CC(=C(C=C1)C)C=1C=C2C=CNC(C2=CC1)=O)=O (N-Cyclopropyl-4-methyl-3-(1-oxo-1,2-dihydro-isoquinolin-6-yl)-benzamide), [H-].[Na+] (sodium hydride), BrC1=NC=C(C=C1)CBr (2-bromo-5-(bromomethyl)pyridine). The solvent is CN(C)C=O (DMF), CN(C)C=O (DMF). Conditions: time 30 minute. Product: BrC1=CC=C(C=N1)CN1C(C2=CC=C(C=C2C=C1)C=1C=C(C(=O)NC2CC2)C=CC1C)=O (3-(2-((6-Bromopyridin-3-yl)methyl)-1-oxo-1,2-dihydroisoquinolin-6-yl)-N-cyclopropyl-4-methylbenzamide). As a reaction SMILES: [CH:1]1([NH:4][C:5](=[O:24])[C:6]2[CH:11]=[CH:10][C:9]([CH3:12])=[C:8]([C:13]3[CH:14]=[C:15]4[C:20](=[CH:21][CH:22]=3)[C:19](=[O:23])[NH:18][CH:17]=[CH:16]4)[CH:7]=2)[CH2:3][CH2:2]1.[H-].[Na+].[Br:27][C:28]1[CH:33]=[CH:32][C:31]([CH2:34]Br)=[CH:30][N:29]=1>CN(C=O)C>[Br:27][C:28]1[N:29]=[CH:30][C:31]([CH2:34][N:18]2[CH:17]=[CH:16][C:15]3[C:20](=[CH:21][CH:22]=[C:13]([C:8]4[CH:7]=[C:6]([CH:11]=[CH:10][C:9]=4[CH3:12])[C:5]([NH:4][CH:1]4[CH2:2][CH2:3]4)=[O:24])[CH:14]=3)[C:19]2=[O:23])=[CH:32][CH:33]=1 |f:1.2|. Reported procedure: To a solution of the product of Example 11 (400 mg) in DMF (5 mL) was added sodium hydride (60 mg) and the reaction stirred at room temperature for 10 minutes before the addition of a solution of 2-bromo-5-(bromomethyl)pyridine (760 mg) in DMF (5 mL). The reaction mixture was stirred at room temperature for 30 min. Starting materials: COC(=O)CS, O=C([O-])[O-], Nc1cc(Cl)ccc1[N+](=O)[O-], [K+], [K+], CN(C)C=O, O. The product is COC(=O)CSc1ccc([N+](=O)[O-])c(N)c1. As a reaction SMILES: [C:18]([CH2:19][SH:20])(=[O:21])[O:22][CH3:23].[C:1](=[O:2])([O-:3])[O-:4].[Cl:7][c:8]1[cH:9][cH:10][c:11]([N+:15](=[O:16])[O-:17])[c:12]([NH2:13])[cH:14]1.[K+:5].[K+:6].[O:25]=[CH:26][N:27]([CH3:28])[CH3:29].[OH2:24]>>[c:8]1([S:20][CH2:19][C:18](=[O:21])[O:22][CH3:23])[cH:9][cH:10][c:11]([N+:15](=[O:16])[O-:17])[c:12]([NH2:13])[cH:14]1. Starting materials: BrC1=C(C(=O)O)C=CC(=C1)Cl (2-bromo-4-chlorobenzoic acid), CC=1C(=NC(=C(C1)C)C)N1CCNCC1 (1-(3,5,6-trimethylpyridin-2-yl)piperazine). Product: BrC1=C(C=CC(=C1)Cl)C(=O)N1CCN(CC1)C1=NC(=C(C=C1C)C)C ((2-bromo-4-chlorophenyl)[4-(3,5,6-trimethylpyridin-2-yl)piperazin-1-yl]methanone). Isolated yield 103.3%. Reaction SMILES: [Br:1][C:2]1[CH:10]=[C:9]([Cl:11])[CH:8]=[CH:7][C:3]=1[C:4]([OH:6])=O.[CH3:12][C:13]1[C:14]([N:21]2[CH2:26][CH2:25][NH:24][CH2:23][CH2:22]2)=[N:15][C:16]([CH3:20])=[C:17]([CH3:19])[CH:18]=1>>[Br:1][C:2]1[CH:10]=[C:9]([Cl:11])[CH:8]=[CH:7][C:3]=1[C:4]([N:24]1[CH2:25][CH2:26][N:21]([C:14]2[C:13]([CH3:12])=[CH:18][C:17]([CH3:19])=[C:16]([CH3:20])[N:15]=2)[CH2:22][CH2:23]1)=[O:6]. Reported procedure: Using 2-bromo-4-chlorobenzoic acid (1 g) and 1-(3,5,6-trimethylpyridin-2-yl)piperazine (0.87 g) described in Preparation Example 92 and by the reaction and treatment in the same manner as in Preparation Example 111, the title compound (1.85 g) was obtained. Starting materials: C[Si](C)(C)[N-][Si](C)(C)C.[Li+] (Lithium bis(trimethylsilyl)amide), ClC=1C=C(C=NC1Cl)C1=NC(=NO1)C1=CC(=C(OCC(=O)OC(C)(C)C)C=C1)F (tert-butyl {4-[5-(5,6-dichloropyridin-3-yl)-1,2,4-oxadiazol-3-yl]-2-fluorophenoxy}acetate). Solvent: CC(CO)C (2-methyl-1-propanol), C1CCOC1 (THF). Run at temperature 130 celsius. Product: ClC=1C=C(C=NC1OCC(C)C)C1=NC(=NO1)C1=CC(=C(OCC(=O)O)C=C1)F ({4-[5-(5-chloro-6-isobutoxypyridin-3-yl)-1,2,4-oxadiazol-3-yl]-2-fluorophenoxy}acetic acid). Reaction SMILES: C[Si]([N-][Si](C)(C)C)(C)C.[Li+].[Cl:11][C:12]1[CH:13]=[C:14]([C:19]2[O:23][N:22]=[C:21]([C:24]3[CH:38]=[CH:37][C:27]([O:28][CH2:29][C:30]([O:32]C(C)(C)C)=[O:31])=[C:26]([F:39])[CH:25]=3)[N:20]=2)[CH:15]=[N:16][C:17]=1Cl>CC(C)CO.C1COCC1>[Cl:11][C:12]1[CH:13]=[C:14]([C:19]2[O:23][N:22]=[C:21]([C:24]3[CH:38]=[CH:37][C:27]([O:28][CH2:29][C:30]([OH:32])=[O:31])=[C:26]([F:39])[CH:25]=3)[N:20]=2)[CH:15]=[N:16][C:17]=1[O:23][CH2:19][CH:14]([CH3:15])[CH3:13] |f:0.1|. Procedure details: Lithium bis(trimethylsilyl)amide (225 μl; 1 M; 0.22 mmol) was added to a solution of tert-butyl {4-[5-(5,6-dichloropyridin-3-yl)-1,2,4-oxadiazol-3-yl]-2-fluorophenoxy}acetate (66.04 mg; 0.15 mmol) in 2-methyl-1-propanol (1.50 mL) and THF (2 mL). The resulting mixture was heated at 130° C. for 10 min in the microwave. A mixture of the desired product and the isopropyl ester was isolated. NaOH (5N solution; 5 eq; 0.15 mL) was added and the mixture was stirred at RT for 2 hours. The reaction mixtur... Reactants: CNC[C@@H](C1=CC(=CC=C1)O)O (R-phenylephrine), C(C)OCC (diethyl ether), C(C)N=C=O (ethyl isocyanate), C(C)OCC (diethyl ether). Reagents/catalysts: C(C)N(CC)CC (triethylamine). Run at time 8 hour. The product is OC=1C=C(C=CC1)[C@H](CNC(NCC)=O)O ((1R)-1-(3-Hydroxyphenyl)-2-(N-ethylcarbamoyl)amino ethanol). The yield is 21.0%. Reaction SMILES: [CH3:1][NH:2][CH2:3][C@H:4]([OH:12])[C:5]1[CH:10]=[CH:9][CH:8]=[C:7]([OH:11])[CH:6]=1.[CH2:13]([N:15]=C=O)[CH3:14].C([O:20]CC)C>C(N(CC)CC)C>[OH:11][C:7]1[CH:6]=[C:5]([C@@H:4]([OH:12])[CH2:3][NH:2][C:1](=[O:20])[NH:15][CH2:13][CH3:14])[CH:10]=[CH:9][CH:8]=1. Reported procedure: To a suspension of R-phenylephrine (10.0 g, 59.8 mmol) in diethyl ether (200 ml) with triethylamine (4 drops) is added ethyl isocyanate (4.25 g, 59.8 mmol) in diethyl ether (50 ml). The reaction is allowed to stir overnight at room temperature. A white suspension forms which is decanted from the precipitated gum, filtered and dried giving 3.0 g (21% yield) of product, m.p. 102°-105° C. Reactants: O (water), C(C)(C)(C)OC(NCC=1N(C(C2=CC=C(C=C2C1C1=CC=C(C=C1)F)OS(=O)(=O)C(F)(F)F)=O)CC(C)C)=O (tert-butyl[4-(4-fluorophenyl)-2-isobutyl-1-oxo-6-trifluoromethanesulfonyloxy-1,2-dihydro-3-isoquinolinyl]methylcarbamate), C(C=C)(=O)OCCCC (butyl acrylate), C(O)([O-])=O.[Na+] (sodium hydrogencarbonate). The reagents and catalysts are [Cl-].C(CCC)[N+](CCCC)(CCCC)CCCC (tetrabutylammonium chloride), C(C)(=O)[O-].[Pd+2].C(C)(=O)[O-] (palladium acetate). The solvent is CN(C=O)C (N,N-dimethylformamide). Run at temperature 100 celsius. Product: C(C)(C)(C)OC(=O)NCC=1N(C(C2=CC=C(C=C2C1C1=CC=C(C=C1)F)/C=C/C(=O)OCCCC)=O)CC(C)C (butyl (E)-3-[3-[[(tert-butoxycarbonyl)amino]methyl]-4-(4-fluorophenyl)-2-isobutyl-1-oxo-1,2-dihydro-6-isoquinolinyl]-2-propenate). As a reaction SMILES: [C:1]([O:5][C:6](=[O:39])[NH:7][CH2:8][C:9]1[N:10]([CH2:35][CH:36]([CH3:38])[CH3:37])[C:11](=[O:34])[C:12]2[C:17]([C:18]=1[C:19]1[CH:24]=[CH:23][C:22]([F:25])=[CH:21][CH:20]=1)=[CH:16][C:15](OS(C(F)(F)F)(=O)=O)=[CH:14][CH:13]=2)([CH3:4])([CH3:3])[CH3:2].[C:40]([O:44][CH2:45][CH2:46][CH2:47][CH3:48])(=[O:43])[CH:41]=[CH2:42].C(=O)([O-])O.[Na+].O>[Cl-].C([N+](CCCC)(CCCC)CCCC)CCC.CN(C)C=O.C([O-])(=O)C.[Pd+2].C([O-])(=O)C>[C:1]([O:5][C:6]([NH:7][CH2:8][C:9]1[N:10]([CH2:35][CH:36]([CH3:38])[CH3:37])[C:11](=[O:34])[C:12]2[C:17]([C:18]=1[C:19]1[CH:20]=[CH:21][C:22]([F:25])=[CH:23][CH:24]=1)=[CH:16][C:15](/[CH:42]=[CH:41]/[C:40]([O:44][CH2:45][CH2:46][CH2:47][CH3:48])=[O:43])=[CH:14][CH:13]=2)=[O:39])([CH3:4])([CH3:2])[CH3:3] |f:2.3,5.6,8.9.10|. Procedure: A suspension of tert-butyl[4-(4-fluorophenyl)-2-isobutyl-1-oxo-6-trifluoromethanesulfonyloxy-1,2-dihydro-3-isoquinolinyl]methylcarbamate (2.00 g, 3.5 mmol), butyl acrylate (0.76 ml, 5.3 mmol), sodium hydrogencarbonate (0.45 g, 5.5 mmol), tetrabutylammonium chloride (0.11 g, 0.4 mmol) and palladium acetate (90 mg, 0.4 mmol) in N,N-dimethylformamide (30 ml) was stirred with heating at 100° C. under an argon atmosphere for 24 h. The reaction mixture was poured into water and extracted with ethyl ac... Reactants: CCOC(=O)CC(C)=O, CCO, CC(=CCCl)c1cc(Cl)ccc1Cl, [H-], [Na+]. Yields the product CCOC(=O)C(CC=C(C)c1cc(Cl)ccc1Cl)C(C)=O. RXN SMILES: [C:3]([CH2:4][C:5](=[O:6])[CH3:7])(=[O:8])[O:9][CH2:10][CH3:11].[CH3:25][CH2:26][OH:27].[Cl:12][CH2:13][CH:14]=[C:15]([CH3:16])[c:17]1[c:18]([Cl:24])[cH:19][cH:20][c:21]([Cl:23])[cH:22]1.[H-:1].[Na+:2]>>[C:3]([CH:4]([C:5](=[O:6])[CH3:7])[CH2:13][CH:14]=[C:15]([CH3:16])[c:17]1[c:18]([Cl:24])[cH:19][cH:20][c:21]([Cl:23])[cH:22]1)(=[O:8])[O:9][CH2:10][CH3:11].